This data is from the Open Reaction Database (ORD), a public repository of structured organic reaction records. The task is: describe an organic reaction: reactants, conditions, products, and yield The reactants are ClCCl, CC(C)(C)OC(=O)N(C(=O)OC(C)(C)C)c1sc(-c2cncc(F)c2)nc1F, O=C(O)C(F)(F)F. Product: CC(C)(C)OC(=O)Nc1sc(-c2cncc(F)c2)nc1F. Reaction SMILES: [Cl:36][CH2:37][Cl:38].[F:1][c:2]1[n:3][c:4](-[c:22]2[cH:23][n:24][cH:25][c:26]([F:28])[cH:27]2)[s:5][c:6]1[N:7]([C:8](=[O:9])[O:10][C:11]([CH3:12])([CH3:13])[CH3:14])[C:15]([O:16][C:17]([CH3:18])([CH3:19])[CH3:20])=[O:21].[OH:29][C:30]([C:31]([F:32])([F:33])[F:34])=[O:35]>>[F:1][c:2]1[n:3][c:4](-[c:22]2[cH:23][n:24][cH:25][c:26]([F:28])[cH:27]2)[s:5][c:6]1[NH:7][C:8](=[O:9])[O:10][C:11]([CH3:12])([CH3:13])[CH3:14].